This data is from the Open Reaction Database (ORD), a public repository of structured organic reaction records. The task is: describe an organic reaction: reactants, conditions, products, and yield Reactants: ClC1=NN=C(C2=CC=CC=C12)CC1=CC=NC=C1 (1-chloro-4-(4-pyridylmethyl)phthalazine), NC1=CC=C(OC2=CC=NC=C2)C=C1 (4-(4-aminophenoxy)pyridine). The solvent is C(CCC)O (1-butanol). Reaction conditions: temperature 130 celsius, time 18 hour. Product: N1=CC=C(C=C1)OC1=CC=C(C=C1)NC1=NN=C(C2=CC=CC=C12)CC1=CC=NC=C1 (1-[4-(4-pyridyloxy)phenylamino]-4-(4-pyridylmethyl)phthalazine). The yield is 39.8%. Reaction SMILES: Cl[C:2]1[C:11]2[C:6](=[CH:7][CH:8]=[CH:9][CH:10]=2)[C:5]([CH2:12][C:13]2[CH:18]=[CH:17][N:16]=[CH:15][CH:14]=2)=[N:4][N:3]=1.[NH2:19][C:20]1[CH:32]=[CH:31][C:23]([O:24][C:25]2[CH:30]=[CH:29][N:28]=[CH:27][CH:26]=2)=[CH:22][CH:21]=1>C(O)CCC>[N:28]1[CH:27]=[CH:26][C:25]([O:24][C:23]2[CH:31]=[CH:32][C:20]([NH:19][C:2]3[C:11]4[C:6](=[CH:7][CH:8]=[CH:9][CH:10]=4)[C:5]([CH2:12][C:13]4[CH:18]=[CH:17][N:16]=[CH:15][CH:14]=4)=[N:4][N:3]=3)=[CH:21][CH:22]=2)=[CH:30][CH:29]=1. Reported procedure: A mixture of 1-chloro-4-(4-pyridylmethyl)phthalazine (for preparation see Novartis patent WO98135958, 11.02.98) (0.540 g, 2.11 mmol) and 4-(4-aminophenoxy)pyridine (1.18 g, 6.33 mmol) in anhydrous 1-butanol (8.4 mL) was stirred under argon at 130° C. for 18 h. The reaction mixture was quenched with saturated aqueous potassium carbonate (˜50 mL) and then extracted with dichloromethane (3×100 mL). The combined organic phases were dried over MgSO4, filtered, and concentrated. Purification by flash ...